From a dataset of the Open Reaction Database (ORD), a public repository of structured organic reaction records. describe an organic reaction: reactants, conditions, products, and yield Reactants: resultant mixture, FC(C=1C=C(CCl)C=CC1)(F)F (3-(trifluoromethyl)benzyl chloride), [I-].[Na+] (sodium iodide), C(=O)(OC)C1=C2C=3C(CCCC3NC2=CC=C1)=O (5-carbomethoxy-1,2-dihydro-9H-carbazol-4(3H)-one). The solvent is CN(C)C=O (DMF), C(C)(=O)OCC (ethyl acetate). Reaction conditions: time 30 minute. The product is FC(C=1C=C(C=CC1)CN1C2=CC=CC(=C2C=2C(CCCC12)=O)C(=O)OC)(F)F (9-[(3-trifluoromethylphenyl)methyl]-5-carbomethoxy-1,2-dihydrocarbazol-4(3H)-one). Isolated yield 63.5%. RXN SMILES: [C:1]([C:5]1[CH:17]=[CH:16][CH:15]=[C:14]2[C:6]=1[C:7]1[C:8](=[O:18])[CH2:9][CH2:10][CH2:11][C:12]=1[NH:13]2)([O:3][CH3:4])=[O:2].[F:19][C:20]([F:30])([F:29])[C:21]1[CH:22]=[C:23]([CH:26]=[CH:27][CH:28]=1)[CH2:24]Cl.[I-].[Na+]>CN(C=O)C.C(OCC)(=O)C>[F:19][C:20]([F:29])([F:30])[C:21]1[CH:22]=[C:23]([CH2:24][N:13]2[C:12]3[CH2:11][CH2:10][CH2:9][C:8](=[O:18])[C:7]=3[C:6]3[C:14]2=[CH:15][CH:16]=[CH:17][C:5]=3[C:1]([O:3][CH3:4])=[O:2])[CH:26]=[CH:27][CH:28]=1 |f:2.3|. Procedure details: 40% Methanolic Triton B (2.18 mL, 4.8 mM) was slowly added dropwise to a solution of 5-carbomethoxy-1,2-dihydro-9H-carbazol-4(3H)-one (973 mg, 4.0 mM) in 10 mL of DMF at −10° C. After 30 minutes, 3-(trifluoromethyl)benzyl chloride (1.53 g, 6.0 mM) and sodium iodide (900 mg, 6.0 mM) were added and the resultant mixture stirred at room temperature for 25 hours. The mixture was diluted with ethyl acetate, washed five times with H2O, 1 N HCl, H2O, sat NaHCO3, and saturated brine, dried over anhydrou... Reactants: C(C1=CC=CC=C1)OC1=CC=C(OC=2C3=C(SC2)C=CC=C3)C=C1 (3-(4-benzyloxyphenoxy)benzo[b]thiophene), C(CCC)[Li] (n-butyllithium), lithio, II (I2). Solvent: O1CCCC1 (tetrahydrofuran), O1CCCC1 (tetrahydrofuran). Conditions: temperature -78 celsius, time 20 minute. The product is IC1=C(C2=C(S1)C=CC=C2)OC2=CC=C(C=C2)OCC2=CC=CC=C2 (2-iodo-3-(4-benzyloxyphenoxy)benzo[b]thiophene). The yield is 85.6%. Reaction SMILES: [CH2:1]([O:8][C:9]1[CH:24]=[CH:23][C:12]([O:13][C:14]2[C:15]3[CH:22]=[CH:21][CH:20]=[CH:19][C:16]=3[S:17][CH:18]=2)=[CH:11][CH:10]=1)[C:2]1[CH:7]=[CH:6][CH:5]=[CH:4][CH:3]=1.C([Li])CCC.[I:30]I>O1CCCC1>[I:30][C:18]1[S:17][C:16]2[CH:19]=[CH:20][CH:21]=[CH:22][C:15]=2[C:14]=1[O:13][C:12]1[CH:23]=[CH:24][C:9]([O:8][CH2:1][C:2]2[CH:3]=[CH:4][CH:5]=[CH:6][CH:7]=2)=[CH:10][CH:11]=1. Procedure details: To a solution of 3-(4-benzyloxyphenoxy)benzo[b]thiophene (6.00 g, 18.1 mmol) in anhydrous tetrahydrofuran (100 mL) under N2 at -78° C. was added n-butyllithium (12.4 mL, 19.9 mmol, 1.6M in hexanes) dropwise via syringe. The solution turned from colorless to deep orange. After stirring for 20 minutes at -78° C., the lithio species was treated with I2 (5.03, 19.9 mmol), added dropwise via canula as a solution in 50 mL of anhydrous tetrahydrofuran. Upon completion of the addition, the reaction turn... Reactants: C(C)OC(=O)C=1SC=2C=NC=CC2N1 (thiazolo [5,4-c]pyridine-2-carboxylic acid ethyl ester), C1(=CC=CC=C1)[C@H](C)N (1(S)-phenyl ethyl amine), C[Al](C)C (trimethylaluminum), CCCCCC (hexane). Solvent: ClCCl (dichloromethane). Run at time 5 hour. Product: C1(=CC=CC=C1)[C@H](C)NC(=O)C=1SC=2C=NC=CC2N1 (Thiazolo[5,4-c]pyridine-2-carboxylic acid(1(S)-phenyl-ethyl)amide). As a reaction SMILES: C(O[C:4]([C:6]1[S:7][C:8]2[CH:9]=[N:10][CH:11]=[CH:12][C:13]=2[N:14]=1)=[O:5])C.[C:15]1([C@@H:21]([NH2:23])[CH3:22])[CH:20]=[CH:19][CH:18]=[CH:17][CH:16]=1.C[Al](C)C.CCCCCC>ClCCl>[C:15]1([C@@H:21]([NH:23][C:4]([C:6]2[S:7][C:8]3[CH:9]=[N:10][CH:11]=[CH:12][C:13]=3[N:14]=2)=[O:5])[CH3:22])[CH:20]=[CH:19][CH:18]=[CH:17][CH:16]=1. Reported procedure: To a solution of thiazolo [5,4-c]pyridine-2-carboxylic acid ethyl ester (16 mg, 0.08 mmol) and 1(S)-phenyl ethyl amine (0.03 mL, 0.23 mmol)in dichloromethane(0.3 mL) was added a solution of trimethylaluminum in hexane(0.115 mL, 2.0 M., 0.23 mmol). The solution was then stirred for 5 hours at room temperature. After usual work-up, the product was purified by flash chromatography (CH2Cl2/EtOAc 1:1)and triturated in hexane to give 12 mg of the thiazolo derivative. Reactants: ClCCOC1=C(C=CC=C1)OCCCl (1,2-bis(2-chloroethoxy)benzene), C(CCC)N (n-butylamine). Yields the product C(CCC)NCCOC1=C(C=CC=C1)OCCNCCCC (1,2-bis(2-n-butylaminoethoxy)benzene), ClCCOC1=C(C=CC=C1)OCCCl (1,2-bis(2-chloroethoxy)benzene). As a reaction SMILES: [Cl:1][CH2:2][CH2:3][O:4][C:5]1[CH:10]=[CH:9][CH:8]=[CH:7][C:6]=1[O:11][CH2:12][CH2:13][Cl:14].[CH2:15]([NH2:19])[CH2:16][CH2:17][CH3:18]>>[CH2:15]([NH:19][CH2:2][CH2:3][O:4][C:5]1[CH:10]=[CH:9][CH:8]=[CH:7][C:6]=1[O:11][CH2:12][CH2:13][NH:19][CH2:15][CH2:16][CH2:17][CH3:18])[CH2:16][CH2:17][CH3:18].[Cl:1][CH2:2][CH2:3][O:4][C:5]1[CH:10]=[CH:9][CH:8]=[CH:7][C:6]=1[O:11][CH2:12][CH2:13][Cl:14]. Procedure: 14.70 grams (0.0477 mol) 1,2-bis(2-n-butylaminoethoxy)benzene [obtained from the reaction of 1,2-bis(2-chloroethoxy)benzene and n-butylamine] and 11.21 grams (0.0477 mol) 1,2-bis(2-chloroethoxy)benzene were dissolved in 120 ml of N-methylpyrrolidone. The solution was heated under nitrogen at 120-125° C. for 1 hour and then 5 grams anhydrous sodium carbonate was added and the solution was further heated at 120-125° C. for 16 hours. Three portions of sodium carbonate (3 grams each) were then added... Reactants: FC1=C(C=CC(=C1)F)C=1C=C(C(N(N1)CC(C)C)=O)CN1C(C=2C(C1=O)=CC=CC2)=O (6-(2,4-difluorophenyl)-2-isobutyl-4-phthalimidomethyl-2H-pyridazin-3-one), C(=O)(O)C=1C(N(N=C(C1)C1=CC(=C(C=C1)OC)F)CC1=CC(=C(C=C1)F)F)=O (4-carboxy-2-(3,4-difluorobenzyl)-6-(3-fluoro-4-methoxyphenyl)-2H-pyridazin-3-one). Product: FC=1C=C(CN2N=C(C=C(C2=O)CO)C2=CC(=C(C=C2)OC)F)C=CC1F (2-(3,4-difluorobenzyl)-6-(3-fluoro-4-methoxyphenyl)-4-hydroxymethyl-2H-pyridazin-3-one). The yield is 7.7%. Reaction SMILES: FC1C=C(F)C=CC=1C1C=C(CN2C(=O)C3=CC=CC=C3C2=O)C(=O)N(CC(C)C)N=1.[C:32]([C:35]1[C:36](=[O:59])[N:37]([CH2:50][C:51]2[CH:56]=[CH:55][C:54]([F:57])=[C:53]([F:58])[CH:52]=2)[N:38]=[C:39]([C:41]2[CH:46]=[CH:45][C:44]([O:47][CH3:48])=[C:43]([F:49])[CH:42]=2)[CH:40]=1)(O)=[O:33]>>[F:58][C:53]1[CH:52]=[C:51]([CH:56]=[CH:55][C:54]=1[F:57])[CH2:50][N:37]1[C:36](=[O:59])[C:35]([CH2:32][OH:33])=[CH:40][C:39]([C:41]2[CH:46]=[CH:45][C:44]([O:47][CH3:48])=[C:43]([F:49])[CH:42]=2)=[N:38]1. Procedure details: Following the procedure of Example 1 (8), 4-carboxy-2-(3,4-difluorobenzyl)-6-(3-fluoro-4-methoxyphenyl)-2H-pyridazin-3-one was reacted to yield the title compound as slightly-yellow neeldes (yield: 7.7%).